Dataset: the Open Reaction Database (ORD), a public repository of structured organic reaction records. Task: describe an organic reaction: reactants, conditions, products, and yield The reactants are O (Water), C([O-])([O-])=O.[K+].[K+] (Potassium carbonate), O(C1=CC=CC=C1)C1CNC1 (3-phenoxyazetidine), BrC=1C(=NC=C(N1)C)N (3-bromo-5-methylpyrazin-2-amine). Run in CCOC(=O)C (EtOAc), CN(C)C=O (DMF). Conditions: temperature 120 celsius, time 4 hour. The product is CC=1N=C(C(=NC1)N)N1CC(C1)OC1=CC=CC=C1 (5-methyl-3-(3-phenoxyazetidin-1-yl)pyrazin-2-amine). The yield is 35.2%. Reaction SMILES: C(=O)([O-])[O-].[K+].[K+].[O:7]([CH:14]1[CH2:17][NH:16][CH2:15]1)[C:8]1[CH:13]=[CH:12][CH:11]=[CH:10][CH:9]=1.Br[C:19]1[C:20]([NH2:26])=[N:21][CH:22]=[C:23]([CH3:25])[N:24]=1.O>CN(C=O)C.CCOC(C)=O>[CH3:25][C:23]1[N:24]=[C:19]([N:16]2[CH2:17][CH:14]([O:7][C:8]3[CH:9]=[CH:10][CH:11]=[CH:12][CH:13]=3)[CH2:15]2)[C:20]([NH2:26])=[N:21][CH:22]=1 |f:0.1.2|. Procedure: Potassium carbonate (18.53 mg) was added to a mixture of 3-phenoxyazetidine (20 mg) and 3-bromo-5-methylpyrazin-2-amine (25 mg) in DMF (dry) (1 mL). The mixture was stirred at 120° C. for 4 hr. Water and EtOAc were added and the extracted organic layer was washed with brine, dried over anhydrous sodium sulfate and concentrated in vacuo. The residue was purified by column chromatography (silica gel, eluted with EtOAc in hexane) to give the title compound (12 mg) as white solid. The reactants are CC(C)(C)N, CS(=O)(=O)OCCSCC#Cc1cccs1. Product: CC(C)(C)NCCSCC#Cc1cccs1. Reaction SMILES: [C:17]([CH3:18])([CH3:19])([CH3:20])[NH2:21].[CH3:1][S:2]([O:3][CH2:6][CH2:7][S:8][CH2:9][C:10]#[C:11][c:12]1[s:13][cH:14][cH:15][cH:16]1)(=[O:4])=[O:5]>>[CH2:6]([CH2:7][S:8][CH2:9][C:10]#[C:11][c:12]1[s:13][cH:14][cH:15][cH:16]1)[NH:21][C:17]([CH3:18])([CH3:19])[CH3:20]. Starting materials: solution, C[Mg+].[Br-] (MeMgBr), CCOCC (Et2O), ClC1=NC2=CC(=C(C=C2N=C1)OC)OC (2-Chloro-6,7-dimethoxyquinoxaline). The reagents and catalysts are Cl[Ni]Cl (NiCl2). Solvent: C1CCOC1 (THF). Run at temperature 0 celsius, time 1 hour. Yields the product CC1=NC2=CC(=C(C=C2N=C1)OC)OC (2-Methyl-6,7-dimethoxyquinoxaline), solid. Isolated yield 49.0%. As a reaction SMILES: Cl[C:2]1[CH:11]=[N:10][C:9]2[C:4](=[CH:5][C:6]([O:14][CH3:15])=[C:7]([O:12][CH3:13])[CH:8]=2)[N:3]=1.C[Mg+].[Br-].[CH3:19]COCC>Cl[Ni]Cl.C1COCC1>[CH3:19][C:2]1[CH:11]=[N:10][C:9]2[C:4](=[CH:5][C:6]([O:14][CH3:15])=[C:7]([O:12][CH3:13])[CH:8]=2)[N:3]=1 |f:1.2|. Procedure details: The title compound is prepared using an adaptation of the published method of Tamao, et al. Tetrahedron, 1982, 38, 3347-3354. To a THF solution under argon is added 2-Chloro-6,7-dimethoxyquinoxaline (5 g, 26 mmol) and NiCl2 (dppp) (0.14 g, 0.26 mmol). The reaction mixture is cooled to 0° C., and a 3 M solution of MeMgBr in Et2O (13 mL, 39 mmol) is added portionwise. The reaction mixture is allowed to warm to room temperature, stirred for 1 hours then refluxed for 1.5 hours. The mixture is cooled... Starting materials: CCN=C=NCCCN(C)C, CCOC(C)=O, Cl, CN(C)C=O, O, O, On1nnc2ccccc21, O=C(O)c1ccccc1, NCCCN(Cc1nc2ccccc2[nH]1)C1CCCc2cccnc21. Yields the product O=C(NCCCN(Cc1nc2ccccc2[nH]1)C1CCCc2cccnc21)c1ccccc1. Reaction SMILES: [CH3:38][N:39]([CH3:40])[CH2:41][CH2:42][CH2:43][N:44]=[C:45]=[N:46][CH2:47][CH3:48].[CH3:63][CH2:64][O:65][C:66](=[O:67])[CH3:68].[ClH:37].[O:58]=[CH:59][N:60]([CH3:61])[CH3:62].[OH2:26].[OH2:69].[OH:27][n:28]1[c:29]2[cH:30][cH:31][cH:32][cH:33][c:34]2[n:35][n:36]1.[OH:49][C:50](=[O:51])[c:52]1[cH:53][cH:54][cH:55][cH:56][cH:57]1.[nH:1]1[c:2]([CH2:10][N:11]([CH2:12][CH2:13][CH2:14][NH2:15])[CH:16]2[CH2:17][CH2:18][CH2:19][c:20]3[cH:21][cH:22][cH:23][n:24][c:25]32)[n:3][c:4]2[c:5]1[cH:6][cH:7][cH:8][cH:9]2>>[nH:1]1[c:2]([CH2:10][N:11]([CH2:12][CH2:13][CH2:14][NH:15][C:50](=[O:49])[c:52]2[cH:53][cH:54][cH:55][cH:56][cH:57]2)[CH:16]2[CH2:17][CH2:18][CH2:19][c:20]3[cH:21][cH:22][cH:23][n:24][c:25]32)[n:3][c:4]2[c:5]1[cH:6][cH:7][cH:8][cH:9]2.